From a dataset of the Open Reaction Database (ORD), a public repository of structured organic reaction records. describe an organic reaction: reactants, conditions, products, and yield Reactants: ONC(CC(CC1=CC=C(C=C1)OCC1=C(C=CC=C1)OC1=CC=CC=C1)=O)=O (N-hydroxy-3-oxo-4-(4-((2-phenoxybenzyl)oxy)phenyl)butanamide). Solvent: C(C)(=O)O (acetic acid), Cl (hydrochloric acid). Conditions: time 8 hour. Yields the product O(C1=CC=CC=C1)C1=C(COC2=CC=C(CC3=CC(=NO3)O)C=C2)C=CC=C1 (5-(4-((2-phenoxybenzyl)oxy)benzyl)isoxazol-3-ol). As a reaction SMILES: O[NH:2][C:3](=[O:29])[CH2:4][C:5](=[O:28])[CH2:6][C:7]1[CH:12]=[CH:11][C:10]([O:13][CH2:14][C:15]2[CH:20]=[CH:19][CH:18]=[CH:17][C:16]=2[O:21][C:22]2[CH:27]=[CH:26][CH:25]=[CH:24][CH:23]=2)=[CH:9][CH:8]=1>C(O)(=O)C.Cl>[O:21]([C:16]1[CH:17]=[CH:18][CH:19]=[CH:20][C:15]=1[CH2:14][O:13][C:10]1[CH:11]=[CH:12][C:7]([CH2:6][C:5]2[O:28][N:2]=[C:3]([OH:29])[CH:4]=2)=[CH:8][CH:9]=1)[C:22]1[CH:27]=[CH:26][CH:25]=[CH:24][CH:23]=1. Procedure details: To a solution of N-hydroxy-3-oxo-4-(4-((2-phenoxybenzyl)oxy)phenyl)butanamide (17.2 mg) in acetic acid (0.2 ml), 0.05 ml of concentrated hydrochloric acid was added, and the reaction solution was stirred overnight at room temperature. The solvent was distilled off under reduced pressure, and the residue obtained was purified by preparative thin layer chromatography (Kieselgel™ 60 F254, Art5744, made by Merck & Co., hexane/ethyl acetate (1:1) to afford the title compound as a yellow oil. Starting materials: C(=O)(OC(C)(C)C)N[C@@H](CC1=CC=CC=C1)[C@H](C[C@H](CC1=CC=NC=C1)NC(=O)OCC=1C=NC=CC1)O[Si](C)(C)C(C)(C)C ((2S,3S,5S)-2-(Boc-amino)-5-(N-((3-pyridinyl)methoxy-carbonyl)amino)-1-phenyl-6-(4-pyridinyl)-3-(tert-butyl-dimethylsilyloxy)hexane), resultant compound, CO (methanol). The solvent is ClCCl (dichloromethane). Yields the product C(=O)(OC(C)(C)C)N[C@@H](CC1=CC=CC=C1)[C@H](C[C@H](CC1=COC=C1)NC(=O)OCC=1C=NC=CC1)O ((2S,3S,5S)-2-(Boc-amino)-5-(N-((3-pyridinyl)methoxy-carbonyl)amino)-1-phenyl-6-(3-furyl)-3-hydroxyhexane). The yield is 60.0%. RXN SMILES: [C:1]([NH:8][C@H:9]([C@@H:17]([O:38][Si](C(C)(C)C)(C)C)[CH2:18][C@@H:19]([NH:27][C:28]([O:30][CH2:31][C:32]1[CH:33]=[N:34][CH:35]=[CH:36][CH:37]=1)=[O:29])[CH2:20][C:21]1[CH:26]=CN=[CH:23][CH:22]=1)[CH2:10][C:11]1[CH:16]=[CH:15][CH:14]=[CH:13][CH:12]=1)([O:3][C:4]([CH3:7])([CH3:6])[CH3:5])=[O:2].C[OH:47]>ClCCl>[C:1]([NH:8][C@H:9]([C@@H:17]([OH:38])[CH2:18][C@@H:19]([NH:27][C:28]([O:30][CH2:31][C:32]1[CH:33]=[N:34][CH:35]=[CH:36][CH:37]=1)=[O:29])[CH2:20][C:21]1[CH:22]=[CH:23][O:47][CH:26]=1)[CH2:10][C:11]1[CH:16]=[CH:15][CH:14]=[CH:13][CH:12]=1)([O:3][C:4]([CH3:6])([CH3:7])[CH3:5])=[O:2]. Procedure: Using the procedure of Example 4G but replacing (2S,3S,5S)-2-(Boc-amino)-5-(N-((3-pyridinyl)methoxy-carbonyl)amino)-1-phenyl-6-(4-pyridinyl)-3-(tert-butyl-dimethylsilyloxy)hexane with the resultant compound of Example 5D provided, after silica gel chromatography using 5% methanol in dichloromethane, 334.5 mg (60%) of the desired compound as a white solid. 1H NMR (CDCl3) δ1.38 (s, 9H), 1.66 (t, 2H), 2.61 (d, 2H), 2.85 (t, 3H), 3.70 (m, 2H), 3.89 (m, 1H), 4.84 (br d, 1H), 5.07 (br, 1H), 5.12 (s, 2... The reactants are BrC=1C=C2C(=C(C(=NC2=CC1)N(CC)CC)OC1=CC=CC=C1)Cl (6-bromo-4-chloro-N,N-diethyl-3-phenoxyquinolin-2-amine), COC1=CC=C(C=N1)C(=O)C1=CN=CN1C ((6-methoxypyridin-3-yl)(1-methyl-1H-imidazol-5-yl)methanone), BrC=1C=C2C(=C(C(=NC2=CC1)N(CC)CC)OC1=CC=CC=C1)Cl (6-bromo-4-chloro-N,N-diethyl-3-phenoxyquinolin-2-amine), COC1=CC=C(C=N1)C(=O)C1=CN=CN1C ((6-methoxypyridin-3-yl)(1-methyl-1H-imidazol-5-yl)methanone). Yields the product ClC1=C(C(=NC2=CC=C(C=C12)C(O)(C1=CN=CN1C)C=1C=NC(=CC1)OC)N(C)C)OC1=CC=CC=C1 ((4-Chloro-2-(dimethylamino)-3-phenoxyquinolin-6-yl)(6-methoxypyridin-3-yl)(1-methyl-1H-imidazol-5-yl)methanol). RXN SMILES: Br[C:2]1[CH:3]=[C:4]2[C:9](=[CH:10][CH:11]=1)[N:8]=[C:7]([N:12]([CH2:15]C)[CH2:13]C)[C:6]([O:17][C:18]1[CH:23]=[CH:22][CH:21]=[CH:20][CH:19]=1)=[C:5]2[Cl:24].[CH3:25][O:26][C:27]1[N:32]=[CH:31][C:30]([C:33]([C:35]2[N:39]([CH3:40])[CH:38]=[N:37][CH:36]=2)=[O:34])=[CH:29][CH:28]=1>>[Cl:24][C:5]1[C:4]2[C:9](=[CH:10][CH:11]=[C:2]([C:33]([C:30]3[CH:31]=[N:32][C:27]([O:26][CH3:25])=[CH:28][CH:29]=3)([C:35]3[N:39]([CH3:40])[CH:38]=[N:37][CH:36]=3)[OH:34])[CH:3]=2)[N:8]=[C:7]([N:12]([CH3:15])[CH3:13])[C:6]=1[O:17][C:18]1[CH:23]=[CH:22][CH:21]=[CH:20][CH:19]=1. Procedure: The title compound was prepared using 6-bromo-4-chloro-N,N-dimethyl-3-phenoxyquinolin-2-amine (Intermediate 5, step e) and (6-methoxypyridin-3-yl)(1-methyl-1H-imidazol-5-yl)methanone (Intermediate 4, step d) according to the procedure of Example 3a. 1H NMR (400 MHz, MeOH-d4) δ 8.01 (d, J=2.02 Hz, 1H), 7.93 (d, J=2.02 Hz, 1H), 7.72-7.86 (m, 2H), 7.68 (dd, J=2.53, 8.59 Hz, 1H), 7.56 (dd, J=2.02, 9.09 Hz, 1H), 7.25-7.32 (m, J=7.07, 8.59 Hz, 2H), 7.01-7.07 (m, 1H), 6.81 (d, J=8.59 Hz, 1H), 6.72-6.78... The reactants are O=C([O-])[O-], COS(=O)(=O)OC, CC(C)=O, [K+], [K+], CCOC(=O)c1ccc2cccc(O)c2c1. Yields the product CCOC(=O)c1ccc2cccc(OC)c2c1. RXN SMILES: [C:24](=[O:25])([O-:26])[O-:27].[CH3:17][O:18][S:19]([O:20][CH3:21])(=[O:22])=[O:23].[CH3:30][C:31](=[O:32])[CH3:33].[K+:28].[K+:29].[OH:1][c:2]1[cH:3][cH:4][cH:5][c:6]2[cH:7][cH:8][c:9]([C:12](=[O:13])[O:14][CH2:15][CH3:16])[cH:10][c:11]12>>[O:1]([c:2]1[cH:3][cH:4][cH:5][c:6]2[cH:7][cH:8][c:9]([C:12](=[O:13])[O:14][CH2:15][CH3:16])[cH:10][c:11]12)[CH3:17]. Reactants: ClCCBr, C#Cc1ccc(CC#N)cc1, CC[N+](CC)(CC)Cc1ccccc1, [Cl-], [Na+], [OH-], O. Product: C#Cc1ccc(C2(C#N)CC2)cc1. Reaction SMILES: [Br:12][CH2:13][CH2:14][Cl:15].[C:1](#[CH:2])[c:3]1[cH:4][cH:5][c:6]([CH2:9][C:10]#[N:11])[cH:7][cH:8]1.[CH2:20]([N+:21]([CH2:22][CH3:23])([CH2:24][CH3:25])[CH2:26][CH3:27])[c:28]1[cH:29][cH:30][cH:31][cH:32][cH:33]1.[Cl-:19].[Na+:17].[OH-:16].[OH2:18]>>[C:1](#[CH:2])[c:3]1[cH:4][cH:5][c:6]([C:9]2([C:10]#[N:11])[CH2:13][CH2:14]2)[cH:7][cH:8]1. Reactants: [C-]#N.[K+] (KCN), FC1=C(C=C(C=C1)[C@@H](C[C@@H](C(=O)OC)CC=C)OC)C ((S)-Methyl 2-((R)-2-(4-fluoro-3-methylphenyl)-2-methoxyethyl)pent-4-enoate), mixture, C1CCOC1 (THF), NO (NH2OH). Solvent: O (H2O), CO (methanol). Run at time 3 day. Yields the product FC1=C(C=C(C=C1)[C@@H](C[C@@H](C(=O)NO)CC=C)OC)C ((S)-2-((R)-2-(4-Fluoro-3-methylphenyl)-2-methoxyethyl)-N-hydroxypent-4-enamide). As a reaction SMILES: [F:1][C:2]1[CH:7]=[CH:6][C:5]([C@H:8]([O:18][CH3:19])[CH2:9][C@H:10]([CH2:15][CH:16]=[CH2:17])[C:11](OC)=[O:12])=[CH:4][C:3]=1[CH3:20].C1COCC1.[NH2:26][OH:27].[C-]#N.[K+]>O.CO>[F:1][C:2]1[CH:7]=[CH:6][C:5]([C@H:8]([O:18][CH3:19])[CH2:9][C@H:10]([CH2:15][CH:16]=[CH2:17])[C:11]([NH:26][OH:27])=[O:12])=[CH:4][C:3]=1[CH3:20] |f:3.4|. Reported procedure: (S)-Methyl 2-((R)-2-(4-fluoro-3-methylphenyl)-2-methoxyethyl)pent-4-enoate (50 mg) was dissolved into 1 mL of a mixture of THF, methanol, and 50% NH2OH in H2O (2:2:1) and to this solution was added 2 mg KCN. The reaction was stirred for 3 days at room temperature and then quenched by the addition of 1M HCl (10 mL). The mixture was extracted with ethyl acetate (3×20 mL). The combined organic layers were washed with brine (2×10 mL) before being concentrated under reduced pressure. The product was ... The reactants are ClC1=C(OCCOC2=CC=C(C=O)C=C2)C(=CC(=C1)C)Cl (4-[2-(2,6-Dichloro-4-methylphenoxy)ethoxy]benzaldehyde), [BH4-].[Na+] (sodium borohydride). Run in C1CCOC1.CO (THF MeOH). Conditions: time 3 hour. Yields the product ClC1=C(OCCOC2=CC=C(C=C2)CO)C(=CC(=C1)C)Cl ({4-[2-(2,6-dichloro-4-methylphenoxy)ethoxy]phenyl}methanol). As a reaction SMILES: [Cl:1][C:2]1[CH:19]=[C:18]([CH3:20])[CH:17]=[C:16]([Cl:21])[C:3]=1[O:4][CH2:5][CH2:6][O:7][C:8]1[CH:15]=[CH:14][C:11]([CH:12]=[O:13])=[CH:10][CH:9]=1.[BH4-].[Na+]>C1COCC1.CO>[Cl:1][C:2]1[CH:19]=[C:18]([CH3:20])[CH:17]=[C:16]([Cl:21])[C:3]=1[O:4][CH2:5][CH2:6][O:7][C:8]1[CH:15]=[CH:14][C:11]([CH2:12][OH:13])=[CH:10][CH:9]=1 |f:1.2,3.4|. Procedure: To a solution of the aldehyde from Step 2 (1 eq.) in a mixture of THF/MeOH (2/1, 0.21M) was added portion wise sodium borohydride (1.5 eq.). The mixture was stiffed 3 h at room temperature, quenched slowly with 1N HCl and finally concentrated in vacuo. The residual aqueous phase was extracted with diethylether twice. The combined organic extracts were washed with brine, dried over MgSO4, filtered and concentrated. Stirring the residue in 10% Et2O/Hex for 4 h followed by filtration afforded the d...